This data is from the Open Reaction Database (ORD), a public repository of structured organic reaction records. The task is: describe an organic reaction: reactants, conditions, products, and yield The reactants are Teflon, BrN1C(CCC1=O)=O (N-bromosuccinimide), C1(=CC=CC=C1)P(C1=CC=CC=C1)C1=CC=CC=C1 (triphenylphosphine), FC=1C=C(C=CC1)COCCO (2-{[(3-fluorophenyl)methyl]oxy}ethanol). Solvent: [Al] (aluminum), C(Cl)Cl (DCM). Conditions: time 17 hour. The product is EtOAc hexanes, BrCCOCC1=CC(=CC=C1)F (1-{[(2-bromoethyl)oxy]methyl}-3-fluorobenzene). Isolated yield 78.3%. RXN SMILES: [Br:1]N1C(=O)CCC1=O.C1(P(C2C=CC=CC=2)C2C=CC=CC=2)C=CC=CC=1.[F:28][C:29]1[CH:30]=[C:31]([CH2:35][O:36][CH2:37][CH2:38]O)[CH:32]=[CH:33][CH:34]=1>C(Cl)Cl.[Al]>[Br:1][CH2:38][CH2:37][O:36][CH2:35][C:31]1[CH:32]=[CH:33][CH:34]=[C:29]([F:28])[CH:30]=1. Reported procedure: N-bromosuccinimide (146 mg, 0.820 mmol) was added to resin-bound triphenylphosphine (274 mg, 0.822 mEquiv, Fluka) and 2-{[(3-fluorophenyl)methyl]oxy}ethanol (70 mg, 0.411 mmol) in DCM (4 mL). The reaction vial was sealed with a Teflon-lined cap, wrapped in aluminum foil, and shaken at rt for 17 h. The reaction was filtered through a SPE cartridge (5 g silica) eluting with the following 10 mL fractions: DCM (fraction 1), 30% EtOAc/hexanes (fraction 2), and 50% EtOAc/hexanes (fraction 3) to give t...